describe an organic reaction: reactants, conditions, products, and yield From a dataset of the Open Reaction Database (ORD), a public repository of structured organic reaction records. Starting materials: compound, ClC=1C2=C(N=CN1)C=CC(=N2)Cl (4,6-dichloropyrido-[3,2-d]pyrimidine), SC=1NC=CN1 (2-mercaptoimidazole), NC1=NC=C(N=C1)C (2-amino-5-methylpyrazine). Product: N1C(=NC=C1)SC=1C=CC=2N=CN=C(C2N1)NC1=NC=C(N=C1)C (6-(Imidazol-2-yl-sulfanyl)-(5-methylpyrazin-2-yl)-pyrido[3,2-d]pyrimidin-4-yl-amine). RXN SMILES: [SH:1][C:2]1[NH:3][CH:4]=[CH:5][N:6]=1.[NH2:7][C:8]1[CH:13]=[N:12][C:11]([CH3:14])=[CH:10][N:9]=1.Cl[C:16]1[C:17]2[N:25]=[C:24](Cl)[CH:23]=[CH:22][C:18]=2[N:19]=[CH:20][N:21]=1>>[NH:3]1[CH:4]=[CH:5][N:6]=[C:2]1[S:1][C:24]1[CH:23]=[CH:22][C:18]2[N:19]=[CH:20][N:21]=[C:16]([NH:7][C:8]3[CH:13]=[N:12][C:11]([CH3:14])=[CH:10][N:9]=3)[C:17]=2[N:25]=1. Reported procedure: The compound of Example 44 was manufactured by the same method as in Example 31, by a similar method thereto or by a combination of such a method with a conventional method using 2-mercaptoimidazole, 2-amino-5-methylpyrazine and 4,6-dichloropyrido-[3,2-d]pyrimidine.